From a dataset of the Open Reaction Database (ORD), a public repository of structured organic reaction records. describe an organic reaction: reactants, conditions, products, and yield Solvent: C(C)(=O)O (acetic acid). Reported procedure: A solution was prepared by adding 2.59 g. of dl-6-acetamido-1,4-di(carbomethoxy)-5,6,7,8-tetrahydrobenzo[d]pyridazine to 100 ml. of glacial acetic acid. 5 g. of zinc dust were added and the resulting mixture stirred at ambient temperature for about 1 day. An additional 5 g. of zinc dust were added after 6 hours. The reaction mixture was then filtered to remove unreacted zinc dust and the resulting filtrate poured over ice. The filtrate was made basic with 14 N aqueous ammonium hydroxide and the ... As a reaction SMILES: [CH3:1][O:2][C:3]1[CH:8]=[C:7]([CH2:9][NH:10][CH2:11][CH2:12][CH2:13][NH:14][CH2:15][CH2:16][CH2:17][CH2:18][NH:19][CH2:20][CH2:21][CH2:22][NH:23]CC2C=CC(O)=C(OC)C=2)[CH:6]=[CH:5][C:4]=1[OH:34].C(N[CH:39]1[C:48]2[C:47]([C:49]([O:51][CH3:52])=[O:50])=[N:46][N:45]=[C:44]([C:53]([O:55][CH3:56])=[O:54])[C:43]=2[CH2:42][CH2:41][CH2:40]1)(=O)C>[Zn].C(O)(=O)C>[CH3:1][O:2][C:3]1[CH:8]=[C:7]([CH2:9][NH:10][CH2:11][CH2:12][CH2:13][NH:14][CH2:15][CH2:16][CH2:17][CH2:18][NH:19][CH2:20][CH2:21][CH2:22][NH2:23])[CH:6]=[CH:5][C:4]=1[OH:34].[C:3]([NH:45][N:46]1[C:44]([C:53]([O:55][CH3:56])=[O:54])=[C:43]2[CH2:42][CH2:41][CH2:40][CH2:39][C:48]2=[C:47]1[C:49]([O:51][CH3:52])=[O:50])(=[O:2])[CH3:4] |f:0.1,4.5|. Reagents/catalysts: [Zn] (zinc), [Zn] (zinc). Reaction conditions: time 1 day. The reactants are COC1=C(C=CC(=C1)CNCCCNCCCCNCCCNCC2=CC(=C(C=C2)O)OC)O.C(C)(=O)NC1CCCC=2C(=NN=C(C21)C(=O)OC)C(=O)OC (dl-6 acetamido-1,4-di(carbomethoxy)-5,6,7,8-tetrahydrobenzo[d]pyridazine). Yields the product COC1=C(C=CC(=C1)CNCCCNCCCCNCCCN)O.C(C)(=O)NN1C(=C2C(=C1C(=O)OC)CCCC2)C(=O)OC (dl-5 acetamido-1,3-di(carbomethoxy)-4,5,6,7-tetrahydro-2H-benzo[c]pyrrole).